Dataset: the Open Reaction Database (ORD), a public repository of structured organic reaction records. Task: describe an organic reaction: reactants, conditions, products, and yield Starting materials: CC(C)(C)OC(=O)NC(Cc1cscn1)C(=O)O, O, O=C(O)C(F)(F)F, Cc1ccc(S(=O)(=O)O)cc1. Yields the product NC(Cc1cscn1)C(=O)O, Cc1ccc(S(=O)(=O)[O-])cc1. As a reaction SMILES: [C:1]([O:2][C:3](=[O:4])[NH:8][CH:9]([CH2:10][c:11]1[n:12][cH:13][s:14][cH:15]1)[C:16](=[O:17])[OH:18])([CH3:5])([CH3:6])[CH3:7].[OH2:19].[OH:31][C:32]([C:33]([F:34])([F:35])[F:36])=[O:37].[c:20]1([CH3:30])[cH:21][cH:22][c:23]([S:26](=[O:27])(=[O:28])[OH:29])[cH:24][cH:25]1>>[NH2:8][CH:9]([CH2:10][c:11]1[n:12][cH:13][s:14][cH:15]1)[C:16](=[O:17])[OH:18].[c:20]1([CH3:30])[cH:21][cH:22][c:23]([S:26](=[O:27])(=[O:28])[O-:29])[cH:24][cH:25]1. Reactants: ClC=1C(=NC=C(C1)Cl)/C(/CNC(C1=C(C=CC=C1)C(F)(F)F)=O)=N/OC(C)C ((E)-N-[2-(3,5-dichloropyridin-2-yl)-2-(isopropoxyimino)ethyl]-2-(trifluoromethyl)benzamide), C(C1=CC=CC=C1)(=O)C1=CC=CC=C1 (benzophenone), quartz. The solvent is C(C)#N (acetonitrile). Product: ClC=1C(=NC=C(C1)Cl)\C(\CNC(C1=C(C=CC=C1)C(F)(F)F)=O)=N/OC(C)C ((Z)—N-[2-(3,5-dichloropyridin-2-yl)-2-(isopropoxyimino)ethyl]-2-(trifluoromethyl)benzamide). Isolated yield 89.5%. As a reaction SMILES: [Cl:1][C:2]1[C:3](/[C:9](=[N:24]/[O:25][CH:26]([CH3:28])[CH3:27])/[CH2:10][NH:11][C:12](=[O:23])[C:13]2[CH:18]=[CH:17][CH:16]=[CH:15][C:14]=2[C:19]([F:22])([F:21])[F:20])=[N:4][CH:5]=[C:6]([Cl:8])[CH:7]=1.C(C1C=CC=CC=1)(=O)C1C=CC=CC=1>C(#N)C>[Cl:1][C:2]1[C:3](/[C:9](=[N:24]\[O:25][CH:26]([CH3:28])[CH3:27])/[CH2:10][NH:11][C:12](=[O:23])[C:13]2[CH:18]=[CH:17][CH:16]=[CH:15][C:14]=2[C:19]([F:21])([F:20])[F:22])=[N:4][CH:5]=[C:6]([Cl:8])[CH:7]=1. Procedure: To 258 mg of (E)-N-[2-(3,5-dichloropyridin-2-yl)-2-(isopropoxyimino)ethyl]-2-(trifluoromethyl)benzamide in 4 ml of acetonitrile, 2 mg of benzophenone was added, and the mixture was irradiated with light for 12 hours in a quartz cell (manufactured by Fine, 4 clear windows for spectroscopy) using a 100 W high-pressure mercury lamp (manufactured by USHIO INC., lamp: UM-102, power supply: UM-103B-B). After completion of the reaction, the solvent was evaporated under reduced pressure, and the resulti... The reactants are ClCCCCC=1N(N=C2C(=NC=3C=CC=CC3C21)N)CC (1-(4-chlorobutyl)-2-ethyl-2H-pyrazolo[3,4-c]quinoline-4-amine), N1=C(C=CC=C1)N1CCNCC1 (1-(2-pyridyl)piperazine), C([O-])([O-])=O.[K+].[K+] (potassium carbonate), [I-].[Na+] (sodium iodide). The solvent is CN(C)C=O (DMF), O (Water). Conditions: temperature 60 celsius, time 2 hour. Product: O.C(C)N1N=C2C(=NC=3C=CC=CC3C2=C1CCCCN1CCN(CC1)C1=NC=CC=C1)N (2-ethyl-1-[4-(4-pyridin-2-ylpiperazin-1-yl)butyl]-2H-pyrazolo[3,4-c]quinolin-4-amine monohydrate). Yield: 94.8%. Reaction SMILES: Cl[CH2:2][CH2:3][CH2:4][CH2:5][C:6]1[N:7]([CH2:20][CH3:21])[N:8]=[C:9]2[C:18]=1[C:17]1[CH:16]=[CH:15][CH:14]=[CH:13][C:12]=1[N:11]=[C:10]2[NH2:19].[N:22]1[CH:27]=[CH:26][CH:25]=[CH:24][C:23]=1[N:28]1[CH2:33][CH2:32][NH:31][CH2:30][CH2:29]1.C(=O)([O-])[O-:35].[K+].[K+].[I-].[Na+]>CN(C=O)C.O>[OH2:35].[CH2:20]([N:7]1[C:6]([CH2:5][CH2:4][CH2:3][CH2:2][N:31]2[CH2:32][CH2:33][N:28]([C:23]3[CH:24]=[CH:25][CH:26]=[CH:27][N:22]=3)[CH2:29][CH2:30]2)=[C:18]2[C:9]([C:10]([NH2:19])=[N:11][C:12]3[CH:13]=[CH:14][CH:15]=[CH:16][C:17]=32)=[N:8]1)[CH3:21] |f:2.3.4,5.6,9.10|. Procedure: A mixture of 1-(4-chlorobutyl)-2-ethyl-2H-pyrazolo[3,4-c]quinoline-4-amine (prepared as described in Example 19, 1.0 g, 3.3 mmol), 1-(2-pyridyl)piperazine (0.752 mL, 4.95 mmol), potassium carbonate (1.8 g, 13.2 mmol), and sodium iodide (123 mg, 0.825 mmol) in DMF (6 mL) was heated at 60° C. for 1 hour, then at 90° C. for 2 hours. The reaction was allowed to cool to ambient temperature and white solid formed. Water (100 mL) was added to the mixture. The mixture was stirred for 30 min and the soli... Starting materials: ClCCl, CC(C)(C)OC(=O)N1CC(NC(=O)CNc2cnnc3ccc(C(F)(F)F)cc23)C1, O=C(O)C(F)(F)F. The product is O=C(CNc1cnnc2ccc(C(F)(F)F)cc12)NC1CNC1. Reaction SMILES: [Cl:31][CH2:32][Cl:33].[F:1][C:2]([c:3]1[cH:4][c:5]2[c:6]([NH:13][CH2:14][C:15](=[O:16])[NH:17][CH:18]3[CH2:19][N:20]([C:22]([O:23][C:24]([CH3:25])([CH3:26])[CH3:27])=[O:28])[CH2:21]3)[cH:7][n:8][n:9][c:10]2[cH:11][cH:12]1)([F:29])[F:30].[F:34][C:35]([F:36])([F:37])[C:38]([OH:39])=[O:40]>>[F:1][C:2]([c:3]1[cH:4][c:5]2[c:6]([NH:13][CH2:14][C:15](=[O:16])[NH:17][CH:18]3[CH2:19][NH:20][CH2:21]3)[cH:7][n:8][n:9][c:10]2[cH:11][cH:12]1)([F:29])[F:30].